Dataset: the Open Reaction Database (ORD), a public repository of structured organic reaction records. Task: describe an organic reaction: reactants, conditions, products, and yield Product: C1(=CC=CC=C1)N1CCN(CC1)CCC1CN(C(O1)=O)C1=CC=CC=C1 (5-[2-(4-phenyl-1-piperazinyl)ethyl]-3-phenyl-2-oxazolidinone). Reactants: ClCCC1CN(C(O1)=O)C1=CC=CC=C1 (5-(2-chloroethyl)-3-phenyl-2-oxazolidinone), C1(=CC=CC=C1)N1CCNCC1 (1-phenylpiperazine). Reaction SMILES: Cl[CH2:2][CH2:3][CH:4]1[O:8][C:7](=[O:9])[N:6]([C:10]2[CH:15]=[CH:14][CH:13]=[CH:12][CH:11]=2)[CH2:5]1.[C:16]1([N:22]2[CH2:27][CH2:26][NH:25][CH2:24][CH2:23]2)[CH:21]=[CH:20][CH:19]=[CH:18][CH:17]=1>>[C:16]1([N:22]2[CH2:27][CH2:26][N:25]([CH2:2][CH2:3][CH:4]3[O:8][C:7](=[O:9])[N:6]([C:10]4[CH:15]=[CH:14][CH:13]=[CH:12][CH:11]=4)[CH2:5]3)[CH2:24][CH2:23]2)[CH:21]=[CH:20][CH:19]=[CH:18][CH:17]=1. Reported procedure: Following the procedure of Example 2, the title compound was prepared from 5-(2-chloroethyl)-3-phenyl-2-oxazolidinone and 1-phenylpiperazine. The reactants are CC#N, CC1(C)CC(C(=O)O)(c2cccs2)C1, NN, O. Yields the product CC1(C)CC(C(=O)NN)(c2cccs2)C1. Reaction SMILES: [CH3:18][C:19]#[N:20].[CH3:1][C:2]1([CH3:14])[CH2:3][C:4]([C:6](=[O:7])[OH:8])([c:9]2[s:10][cH:11][cH:12][cH:13]2)[CH2:5]1.[NH2:16][NH2:17].[OH2:15]>>[CH3:1][C:2]1([CH3:14])[CH2:3][C:4]([C:6](=[O:7])[NH:16][NH2:17])([c:9]2[s:10][cH:11][cH:12][cH:13]2)[CH2:5]1. Reactants: CN(C)CC1=CC2=C(CN(CC2)C(=O)C2=CC=C(\C=C/C3=CC(=CC=C3)Cl)C=C2)O1 ((Z)-N,N-Dimethyl-[6-(3-chlorostilbene-4'-carbonyl)-4,5,6,7-tetrahydrofuro[2,3-c]pyridin-2-ylmethyl]amine), Cl (hydrogen chloride). Run in CO (methanol), C(C)(=O)OCC (ethyl acetate). Product: Cl.CN(C)CC1=CC2=C(CN(CC2)C(=O)C2=CC=C(\C=C/C3=CC(=CC=C3)Cl)C=C2)O1 ((Z)-N,N-dimethyl-[6-(3-chlorostilbene-4'-carbonyl)-4,5,6,7-tetrahydrofuro[2,3-c]pyridin-2-ylmethyl]amine hydrochloride). RXN SMILES: [CH3:1][N:2]([CH2:4][C:5]1[O:30][C:8]2[CH2:9][N:10]([C:13]([C:15]3[CH:29]=[CH:28][C:18](/[CH:19]=[CH:20]\[C:21]4[CH:26]=[CH:25][CH:24]=[C:23]([Cl:27])[CH:22]=4)=[CH:17][CH:16]=3)=[O:14])[CH2:11][CH2:12][C:7]=2[CH:6]=1)[CH3:3].Cl>CO.C(OCC)(=O)C>[ClH:27].[CH3:1][N:2]([CH2:4][C:5]1[O:30][C:8]2[CH2:9][N:10]([C:13]([C:15]3[CH:29]=[CH:28][C:18](/[CH:19]=[CH:20]\[C:21]4[CH:26]=[CH:25][CH:24]=[C:23]([Cl:27])[CH:22]=4)=[CH:17][CH:16]=3)=[O:14])[CH2:11][CH2:12][C:7]=2[CH:6]=1)[CH3:3] |f:4.5|. Reported procedure: (Z)-N,N-Dimethyl-[6-(3-chlorostilbene-4'-carbonyl)-4,5,6,7-tetrahydrofuro[2,3-c]pyridin-2-ylmethyl]amine 0.538 g was dissolved in 2 ml of methanol; hydrogen chloride in ethyl acetate was added in excess, followed by stirring. This mixture was concentrated to yield the desired product. Starting materials: CC(C)(C)OC(=O)N[C@@H](CC=C)C(=O)O (Boc-L-Allylglycine), C(C)N1CCOCC1 (N-ethylmorpholine), C(C)OC(=O)N1CCNCC1 (ethoxycarbonylpiperazine), [B-](F)(F)(F)F.CCOC(=O)C(=NOC(=[N+](C)C)N(C)C)C#N (TOTU). Solvent: C(C)(=O)OCC (ethyl acetate), CN(C)C=O (DMF). Reaction conditions: time 1 hour. The product is C(C)OC(=O)N1CCN(CC1)C([C@H](CC=C)NC(=O)OC(C)(C)C)=O (4-((S)-2-tert-Butoxycarbonylamino-pent-4-enoyl)-piperazine-1-carboxylic acid ethyl ester). Reaction SMILES: [CH3:1][C:2]([O:5][C:6]([NH:8][C@H:9]([C:13]([OH:15])=O)[CH2:10][CH:11]=[CH2:12])=[O:7])([CH3:4])[CH3:3].C(N1CCOCC1)C.[CH2:24]([O:26][C:27]([N:29]1[CH2:34][CH2:33][NH:32][CH2:31][CH2:30]1)=[O:28])[CH3:25].[B-](F)(F)(F)F.CCOC(C(C#N)=NOC(N(C)C)=[N+](C)C)=O>CN(C=O)C.C(OCC)(=O)C>[CH2:24]([O:26][C:27]([N:29]1[CH2:30][CH2:31][N:32]([C:13](=[O:15])[C@@H:9]([NH:8][C:6]([O:5][C:2]([CH3:1])([CH3:3])[CH3:4])=[O:7])[CH2:10][CH:11]=[CH2:12])[CH2:33][CH2:34]1)=[O:28])[CH3:25] |f:3.4|. Procedure: To a solution of 540 mg Boc-L-Allylglycine in 5 ml DMF were added 0.32 ml N-ethylmorpholine, 0.37 ml ethoxycarbonylpiperazine and 0.83 g TOTU at 0° C. The solution was stirred for 1 h before being diluted with ethyl acetate and extracted subsequently with aqueous LiCl (4%), 0.1 M HCl and half-saturated aqueous NaHCO3. The crude product obtained after evaporation of the solvent was used without further purification.